From a dataset of the Open Reaction Database (ORD), a public repository of structured organic reaction records. describe an organic reaction: reactants, conditions, products, and yield The reactants are CSC(=C1C(C2=CC=CCC2CC1)=O)SC (2-(Bis-methylthiomethylene)-4,5-dihydro-2H-naphthalen 1-one), C(C)(C)(C)OC(=O)N1CCNCC1 (1-tert-butyloxycarbonylpiperazine), O (water). Procedure details: 2-(Bis-methylthiomethylene)-4,5-dihydro-2H-naphthalen 1-one (11.56 g, 46 mmol) and 1-tert-butyloxycarbonylpiperazine (10.3 g, 55 mmol) were refluxed in acetonitrile (300 ml) for 24 h. The mixture was cooled, water (500 ml) added, and extracted with ethyl acetate (3×200 ml). The combined organics were washed with water and brine, dried (MgSO4), evaporated in vacuo, and the resulting oil purified by flash chromatography, eluting with dichloromethane then dichloromethane:methanol (97:3 v/v) to give... Yield: 48.7%. The product is CSC(=C1C(C2=CC=CCC2CC1)=O)N1CCN(CC1)C(=O)OC(C)(C)C (2-(methylthio[4-(tert-butyloxycarbonyl)-1-piperazinyl]methylene)-4,5-dihydro-2H-naphthalen-1-one). Solvent: C(C)#N (acetonitrile). Reaction SMILES: CS[C:3]([S:15][CH3:16])=[C:4]1[CH2:13][CH2:12][CH:11]2[C:6](=[CH:7][CH:8]=[CH:9][CH2:10]2)[C:5]1=[O:14].[C:17]([O:21][C:22]([N:24]1[CH2:29][CH2:28][NH:27][CH2:26][CH2:25]1)=[O:23])([CH3:20])([CH3:19])[CH3:18].O>C(#N)C>[CH3:16][S:15][C:3]([N:27]1[CH2:26][CH2:25][N:24]([C:22]([O:21][C:17]([CH3:20])([CH3:19])[CH3:18])=[O:23])[CH2:29][CH2:28]1)=[C:4]1[CH2:13][CH2:12][CH:11]2[C:6](=[CH:7][CH:8]=[CH:9][CH2:10]2)[C:5]1=[O:14]. The reactants are O=C1NC(Cc2ccccc2)CO1, [Li]CCCC, CCCCCC, O=C(Cl)C(=O)Cl, O=C(O)COc1ccc(F)cc1. Yields the product O=C(COc1ccc(F)cc1)N1C(=O)OCC1Cc1ccccc1. As a reaction SMILES: [CH2:19]([c:20]1[cH:21][cH:22][cH:23][cH:24][cH:25]1)[CH:26]1[NH:27][C:28](=[O:31])[O:29][CH2:30]1.[CH2:32]([Li:33])[CH2:34][CH2:35][CH3:36].[CH3:37][CH2:38][CH2:39][CH2:40][CH2:41][CH3:42].[Cl:13][C:14]([C:15]([Cl:16])=[O:17])=[O:18].[F:1][c:2]1[cH:3][cH:4][c:5]([O:6][CH2:7][C:8](=[O:9])[OH:10])[cH:11][cH:12]1>>[F:1][c:2]1[cH:3][cH:4][c:5]([O:6][CH2:7][C:8](=[O:10])[N:27]2[CH:26]([CH2:19][c:20]3[cH:21][cH:22][cH:23][cH:24][cH:25]3)[CH2:30][O:29][C:28]2=[O:31])[cH:11][cH:12]1.